Dataset: the Open Reaction Database (ORD), a public repository of structured organic reaction records. Task: describe an organic reaction: reactants, conditions, products, and yield Starting materials: COC(C1=CN=CC=C1)=O (methylnicotinate), ClC(COC(=O)Cl)(Cl)Cl (2,2,2-trichloroethylchloroformate), CC=1NC(CSC1)=O (5-methyl-2H-1,4-thiazin-3(4H)-one), Example 2 ( i ). The product is CC=1NC(CSC1C1C(=CN(C=C1)C(=O)OCC(Cl)(Cl)Cl)C(=O)OC)=O (5-methyl-6-[1-(2,2,2-trichloroethoxycarbonyl)-3-methoxycarbonyl-1,4-dihydro-4-pyridinyl]-2H-1,4-thiazin-3(4H)-one). The yield is 48.0%. RXN SMILES: [CH3:1][O:2][C:3](=[O:10])[C:4]1[CH:9]=[CH:8][CH:7]=[N:6][CH:5]=1.[Cl:11][C:12]([Cl:19])([Cl:18])[CH2:13][O:14][C:15](Cl)=[O:16].[CH3:20][C:21]1[NH:22][C:23](=[O:27])[CH2:24][S:25][CH:26]=1>>[CH3:20][C:21]1[NH:22][C:23](=[O:27])[CH2:24][S:25][C:26]=1[CH:9]1[CH:8]=[CH:7][N:6]([C:15]([O:14][CH2:13][C:12]([Cl:19])([Cl:18])[Cl:11])=[O:16])[CH:5]=[C:4]1[C:3]([O:2][CH3:1])=[O:10]. Reported procedure: A mixture of methylnicotinate (2.74 g), 2,2,2-trichloroethylchloroformate (3.44 ml) and 5-methyl-2H-1,4-thiazin-3(4H)-one (1.29 g) was treated in the same manner as described in Example 2 (i) to give the titled compound (2.1 g, yield 48%) as pale yellow crystals. Ethyl acetate-n-hexane (=1:1) was used as a developing eluant. Reactants: [H-], CI, [Na+], CN(C)C=O, CCC(O)C(C)c1ccccc1. Yields the product CCC(OC)C(C)c1ccccc1. RXN SMILES: [H-:2].[I:15][CH3:16].[Na+:1].[O:17]=[CH:18][N:19]([CH3:20])[CH3:21].[c:3]1([CH:9]([CH3:10])[CH:11]([CH2:12][CH3:13])[OH:14])[cH:4][cH:5][cH:6][cH:7][cH:8]1>>[c:3]1([CH:9]([CH3:10])[CH:11]([CH2:12][CH3:13])[O:14][CH3:16])[cH:4][cH:5][cH:6][cH:7][cH:8]1. Reactants: C1(=CC=CC2=CC=CC=C12)[C@@H](C)N[C@@H]1CN(CCC1)C1=CC=C(C(=O)[C@@](C=O)(O)[C@@H](O)[C@H](O)[C@H](O)C(=O)OCC=C)C=C1 (allyl 2-[4-[(S)-3-[(R)-1-(naphthalen-1-yl)ethyl]aminopiperidin-1-yl]-benzoyl]-D-glucuronate), N1CCCC1 (pyrrolidine), tetrakistriphenylphosphine palladium. Solvent: O1CCCC1 (tetrahydrofuran). Yields the product C1(=CC=CC2=CC=CC=C12)[C@@H](C)N[C@@H]1CN(CCC1)C1=CC=C(C(=O)[C@@](C=O)(O)[C@@H](O)[C@H](O)[C@H](O)C(=O)O)C=C1 (2-[4-[(S)-3-[(R)-1-(naphthalen-1-yl)ethyl]aminopiperidin-1-yl]-benzoyl]-D-glucuronic acid). Isolated yield 38.4%. As a reaction SMILES: [C:1]1([C@H:11]([NH:13][C@H:14]2[CH2:19][CH2:18][CH2:17][N:16]([C:20]3[CH:43]=[CH:42][C:23]([C:24]([C@:26]([C@H:30]([C@@H:32]([C@@H:34]([C:36]([O:38]CC=C)=[O:37])[OH:35])[OH:33])[OH:31])([OH:29])[CH:27]=[O:28])=[O:25])=[CH:22][CH:21]=3)[CH2:15]2)[CH3:12])[C:10]2[C:5](=[CH:6][CH:7]=[CH:8][CH:9]=2)[CH:4]=[CH:3][CH:2]=1.N1CCCC1>O1CCCC1>[C:1]1([C@H:11]([NH:13][C@H:14]2[CH2:19][CH2:18][CH2:17][N:16]([C:20]3[CH:43]=[CH:42][C:23]([C:24]([C@:26]([C@H:30]([C@@H:32]([C@@H:34]([C:36]([OH:38])=[O:37])[OH:35])[OH:33])[OH:31])([OH:29])[CH:27]=[O:28])=[O:25])=[CH:22][CH:21]=3)[CH2:15]2)[CH3:12])[C:10]2[C:5](=[CH:6][CH:7]=[CH:8][CH:9]=2)[CH:4]=[CH:3][CH:2]=1. Procedure: In 6 ml of tetrahydrofuran was dissolved 615 mg of allyl 2-[4-[(S)-3-[(R)-1-(naphthalen-1-yl)ethyl]aminopiperidin-1-yl]-benzoyl]-D-glucuronate, and the mixture was stirred under ice-cooling and in nitrogen atmosphere. To the mixture were added 91 μl of pyrrolidine, and then, 123 mg of tetrakistriphenylphosphine palladium, and the resulting mixture was stirred for 30 minutes. The residue obtained by concentration under reduced pressure was purified by LC-MS. Ether was added to the obtained solid,...